From a dataset of the Open Reaction Database (ORD), a public repository of structured organic reaction records. describe an organic reaction: reactants, conditions, products, and yield As a reaction SMILES: [NH2:1][C:2]1[CH:19]=[C:18]([O:20][CH3:21])[C:17]([O:22][CH3:23])=[CH:16][C:3]=1[C:4]([C:6]1[CH:11]=[CH:10][C:9]([O:12][CH3:13])=[C:8]([O:14][CH3:15])[CH:7]=1)=O.[Cl:24][CH2:25][C:26]([CH2:28][Cl:29])=O.S(=O)(=O)(O)O>C(O)(=O)C>[Cl:24][C:25]1[C:26]([CH2:28][Cl:29])=[N:1][C:2]2[C:3]([C:4]=1[C:6]1[CH:11]=[CH:10][C:9]([O:12][CH3:13])=[C:8]([O:14][CH3:15])[CH:7]=1)=[CH:16][C:17]([O:22][CH3:23])=[C:18]([O:20][CH3:21])[CH:19]=2. Reaction conditions: temperature 110 celsius, time 4 hour. Run in C(C)(=O)O (acetic acid). The reactants are NC1=C(C(=O)C2=CC(=C(C=C2)OC)OC)C=C(C(=C1)OC)OC (2-amino-4,5,3',4'-tetramethoxy-benzophenone), ClCC(=O)CCl (1,3-dichloroacetone), S(O)(O)(=O)=O (sulfuric acid). Yields the product ClC=1C(=NC2=CC(=C(C=C2C1C1=CC(=C(C=C1)OC)OC)OC)OC)CCl (3-chloro-2-chloromethyl-4-(3,4-dimethoxyphenyl)-6,7-dimethoxyquinoline). Yield: 37.3%. Reported procedure: A mixture of 2-amino-4,5,3',4'-tetramethoxy-benzophenone (25.0 g), 1,3-dichloroacetone (11.0 g), conc. sulfuric acid (1.2 ml) and acetic acid (200 ml) was stirred at 110° C. for 4 hours. The reaction mixture was concentrated under reduced pressure. The residue was poured into water, made alkaline with 2N NaOH, and extracted with chloroform. The chloroform layer was washed with water, dried over magnesium sulfate, and the solvent was evaporated under reduced pressure. The residue was subjected to... Starting materials: ClC(CC(CC(=O)O)(C)C)Cl (5,5-dichloro-3,3-dimethylpentanoic acid), [OH-].[Na+] (NaOH), Cl (hydrochloric acid). Solvent: O (water), O (water). Product: ClC(C(CC(=O)O)(C)C)C=O (4-chloro-3,3-dimethyl-5-oxo-pentanoic acid). Reaction SMILES: Cl[CH:2](Cl)[CH2:3][C:4]([CH3:10])([CH3:9])[CH2:5][C:6]([OH:8])=[O:7].[OH-:12].[Na+].[ClH:14]>O>[Cl:14][CH:3]([CH:2]=[O:12])[C:4]([CH3:10])([CH3:9])[CH2:5][C:6]([OH:8])=[O:7] |f:1.2|. Procedure: 30 g of 5,5-dichloro-3,3-dimethylpentanoic acid and 18 g of NaOH, dissolved in 20 ml of water, are metered simultaneously into 60 ml of water while the pH is monitored, the metering being carried out at a rate such that the pH is 9-10 during the reaction. As soon as the pH value remains constant, the reaction is complete. The reaction mixture is brought to pH 3 with hydrochloric acid, and is extracted with dichloromethane. 20.9 g of 4-chloro-3,3-dimethyl-5-oxo-pentanoic acid of boiling point 110... Starting materials: methyl 2,2-difluoro-2-(fluorosulphonyl) acetate, BrCC1=CC=C(C=C1)C(C(=O)OCC)C(C(F)(F)F)C (ethyl 2-[4-(bromomethyl)phenyl]-4,4,4-trifluoro-3-methylbutanoate), ice water. The reagents and catalysts are [Cu]I (copper(I) iodide). Run in CN1C(CCC1)=O (1-methylpyrrolidin-2-one). Run at temperature 80 celsius, time 8 hour. Yields the product FC(C(C(C(=O)OCC)C1=CC=C(C=C1)CC(F)(F)F)C)(F)F (Ethyl 4,4,4-trifluoro-3-methyl-2-[4-(2,2,2-trifluoroethyl)phenyl]butanoate). RXN SMILES: Br[CH2:2][C:3]1[CH:8]=[CH:7][C:6]([CH:9]([CH:15]([CH3:20])[C:16]([F:19])([F:18])[F:17])[C:10]([O:12][CH2:13][CH3:14])=[O:11])=[CH:5][CH:4]=1>CN1CCCC1=O.[Cu]I>[F:17][C:16]([F:19])([F:18])[CH:15]([CH3:20])[CH:9]([C:6]1[CH:7]=[CH:8][C:3]([CH2:2][C:16]([F:19])([F:18])[F:17])=[CH:4][CH:5]=1)[C:10]([O:12][CH2:13][CH3:14])=[O:11]. Procedure: 529 mg (2.78 mmol) of copper(I) iodide and 4 g (20.82 mmol) of methyl 2,2-difluoro-2-(fluorosulphonyl) acetate were added to 3.77 g (10.67 mmol) of ethyl 2-[4-(bromomethyl)phenyl]-4,4,4-trifluoro-3-methylbutanoate in 40 ml of 1-methylpyrrolidin-2-one, and the mixture was stirred at 80° C. overnight. After the reaction had gone to completion, the reaction solution was slowly poured onto 100 ml of ice-water. The mixture obtained was then extracted three times with diethyl ether. The combined organ... Reactants: D1, COC1=C(CON2C(NC3=C(C2=O)OC2=C3C=CC=C2)=O)C=CC(=C1)OC (3-(2,4-Dimethoxy-benzyloxy)-1H-benzo[4,5]furo[3,2-d]pyrimidine-2,4-dione). Solvent: C1=CC=CC=C1 (benzene). The product is ON1C(N(C2=C(C1=O)OC1=C2C=CC=C1)C(C)C1=CC=CC=C1)=O (3-Hydroxy-1-(1-phenyl-ethyl)-1H-benzo[4,5]furo[3,2-d]pyrimidine-2,4-dione). As a reaction SMILES: COC1C=C(OC)C=CC=1C[O:6][N:7]1[C:12](=[O:13])[C:11]2[O:14][C:15]3[CH:20]=[CH:19][CH:18]=[CH:17][C:16]=3[C:10]=2[NH:9][C:8]1=[O:21]>C1C=CC=CC=1>[OH:6][N:7]1[C:12](=[O:13])[C:11]2[O:14][C:15]3[CH:20]=[CH:19][CH:18]=[CH:17][C:16]=3[C:10]=2[N:9]([CH:10]([C:16]2[CH:17]=[CH:18][CH:19]=[CH:20][CH:15]=2)[CH3:11])[C:8]1=[O:21]. Reported procedure: Following general procedure B2 and D1, 3-(2,4-Dimethoxy-benzyloxy)-1H-benzo[4,5]furo[3,2-d]pyrimidine-2,4-dione was alkylated with 1-bromoethyl)benzene and subsequently deprotected to provide the title compound as a white solid. 1H NMR (d6-DMSO, 300 MHz) δ 1.98 (d, J=7 Hz, 3H); 6.32 (br s, 1H); 7.25-7.43 (m, 7H); 7.59 (dd, J=8 Hz, 1H); 7.81 (d, J=8 Hz, 1H); Ret. time=2.54 min., m/z=323.0. Reactants: [OH-].[Na+] (NaOH), ice water, O1CCOC12CCC(CC2)C2=CC=C(C=N2)NC(OCC2=CC=CC=C2)=O (benzyl [6-(1,4-dioxaspiro[4.5]dec-8-yl)pyridin-3-yl]carbamate), C(=O)(C(F)(F)F)O (TFA). Procedure details: To an ice water cooled solution of benzyl [6-(1,4-dioxaspiro[4.5]dec-8-yl)pyridin-3-yl]carbamate, prepared as above, (4.94 g, 13.41 mmol) was added TFA (20 mL) followed by water (1.1 mL). The reaction mixture was allowed to stir at ambient temperature for 2 hours. It was treated with 2M NaOH to adjust the pH to 10 and then the mixture was extracted into EtOAc (3×200 mL), the organic phase was separated, dried (MgSO4) and concentrated to leave a gum, 4.05 g (12.26 mmol, 93%) which was used direct... Solvent: O (water). RXN SMILES: O1[C:5]2([CH2:10][CH2:9][CH:8]([C:11]3[N:16]=[CH:15][C:14]([NH:17][C:18](=[O:27])[O:19][CH2:20][C:21]4[CH:26]=[CH:25][CH:24]=[CH:23][CH:22]=4)=[CH:13][CH:12]=3)[CH2:7][CH2:6]2)[O:4]CC1.C(O)(C(F)(F)F)=O.[OH-].[Na+]>O>[O:4]=[C:5]1[CH2:10][CH2:9][CH:8]([C:11]2[N:16]=[CH:15][C:14]([NH:17][C:18](=[O:27])[O:19][CH2:20][C:21]3[CH:26]=[CH:25][CH:24]=[CH:23][CH:22]=3)=[CH:13][CH:12]=2)[CH2:7][CH2:6]1 |f:2.3|. Conditions: time 2 hour. The product is O=C1CCC(CC1)C1=CC=C(C=N1)NC(OCC1=CC=CC=C1)=O (Benzyl [6-(4-oxocyclohexyl)pyridin-3-yl]carbamate).